describe an organic reaction: reactants, conditions, products, and yield From a dataset of the Open Reaction Database (ORD), a public repository of structured organic reaction records. The reactants are C(C1=CC=CC=C1)N(C1(COCC1)CNC1=CC(=NC2=CC=C(C=C12)C)N1CCS(C2=C(C1)C=CC=C2)(=O)=O)CC2=CC=CC=C2 (N-{[3-(Dibenzylamino)tetrahydrofuran-3-yl]methyl}-2-(1,1-dioxido-2,3-dihydro-1,4-benzothiazepin-4(5H)-yl)-6-methylquinolin-4-amine), NCC1(COC1)N(CC1=CC=CC=C1)CC1=CC=CC=C1 (3-(aminomethyl)-N,N-dibenzyloxetan-3-amine). The product is NC1(COC1)CNC1=CC(=NC2=CC=C(C=C12)C)N1CCS(C2=C(C1C)C=CC=C2)(=O)=O (N-[(3-Aminooxetan-3-yl)methyl]-6-methyl-2-(5-methyl-1,1-dioxido-2,3-dihydro-1,4-benzothiazepin-4(5H)-yl)quinolin-4-amine). Reaction SMILES: C([N:8](CC1C=CC=CC=1)[C:9]1([CH2:14][NH:15][C:16]2[C:25]3[C:20](=[CH:21][CH:22]=[C:23]([CH3:26])[CH:24]=3)[N:19]=[C:18]([N:27]3[CH2:33][C:32]4[CH:34]=[CH:35][CH:36]=[CH:37][C:31]=4[S:30](=[O:39])(=[O:38])[CH2:29][CH2:28]3)[CH:17]=2)[CH2:13]C[O:11][CH2:10]1)C1C=CC=CC=1.N[CH2:48]C1(N(CC2C=CC=CC=2)CC2C=CC=CC=2)COC1>>[NH2:8][C:9]1([CH2:14][NH:15][C:16]2[C:25]3[C:20](=[CH:21][CH:22]=[C:23]([CH3:26])[CH:24]=3)[N:19]=[C:18]([N:27]3[CH:33]([CH3:48])[C:32]4[CH:34]=[CH:35][CH:36]=[CH:37][C:31]=4[S:30](=[O:38])(=[O:39])[CH2:29][CH2:28]3)[CH:17]=2)[CH2:13][O:11][CH2:10]1. Reported procedure: The title compound was prepared in analogy to Example 2-1 in Scheme 4 by using 4-(4-chloro-6-methylquinolin-2-yl)-5-methyl-2,3,4,5-tetrahydro-1,4-benzothiazepine 1,1-dioxide (prepared in analogy to 4-(4-chloro-6-methylquinolin-2-yl)-2,3,4,5-tetrahydro-1,4-benzothiazepine 1,1-dioxide in Example 2-1 by using 5-methyl-2,3,4,5-tetrahydro-1,4-benzothiazepine and 2,4-dichloro-6-methylquinoline) and 3-(aminomethyl)-N,N-dibenzyloxetan-3-amine. MS obsd. (ESI+) [(M+H)+] 453, 1H NMR (400 MHz, CD3OD) δ ppm ... The reactants are NC1=C2C(N(C(=NC2=CC=C1)C)C1C(NC(CC1)=O)=O)=O (3-(5-amino-2-methyl-4-oxo-4H-quinazolin-3-yl)-piperidine-2,6-dione), COCC(=O)Cl (methoxyacetyl chloride). Run in O1CCCC1 (tetrahydrofuran). Run at temperature 80 celsius. The product is O=C1NC(CCC1N1C(=NC2=CC=CC(=C2C1=O)NC(COC)=O)C)=O (N-[3-(2,6-dioxo-piperidin-3-yl)-2-methyl-4-oxo-3,4-dihydro-quinazolin-5-yl]-2-methoxy-acetamide). The yield is 35.1%. As a reaction SMILES: [NH2:1][C:2]1[CH:11]=[CH:10][CH:9]=[C:8]2[C:3]=1[C:4](=[O:21])[N:5]([CH:13]1[CH2:18][CH2:17][C:16](=[O:19])[NH:15][C:14]1=[O:20])[C:6]([CH3:12])=[N:7]2.[CH3:22][O:23][CH2:24][C:25](Cl)=[O:26]>O1CCCC1>[O:20]=[C:14]1[CH:13]([N:5]2[C:4](=[O:21])[C:3]3[C:8](=[CH:9][CH:10]=[CH:11][C:2]=3[NH:1][C:25](=[O:26])[CH2:24][O:23][CH3:22])[N:7]=[C:6]2[CH3:12])[CH2:18][CH2:17][C:16](=[O:19])[NH:15]1. Reported procedure: To a stirred mixture of 3-(5-amino-2-methyl-4-oxo-4H-quinazolin-3-yl)-piperidine-2,6-dione (0.11 g, 0.35 mmol) in tetrahydrofuran (4 mL), was added methoxyacetyl chloride (0.06 mL, 0.70 mmol) and heated at 80° C. for one hour. The mixture was quenched with a few drops of methanol. The solvent was evaporated, and the residue was purified by flash column chromatography (Silica gel, methanol/methylene chloride 4%/96%) to give N-[3-(2,6-dioxo-piperidin-3-yl)-2-methyl-4-oxo-3,4-dihydro-quinazolin-5-y... The reactants are CCCCCNCc1ccc(-c2ccccc2-c2nnnn2C(c2ccccc2)(c2ccccc2)c2ccccc2)cc1, CN(C(=O)Cl)c1ccccc1C(F)(F)F, CCN(C(C)C)C(C)C. The product is CCCCCN(Cc1ccc(-c2ccccc2-c2nnnn2C(c2ccccc2)(c2ccccc2)c2ccccc2)cc1)C(=O)N(C)c1ccccc1C(F)(F)F. RXN SMILES: [CH2:16]([CH2:17][CH2:18][CH2:19][CH3:20])[NH:21][CH2:22][c:23]1[cH:24][cH:25][c:26](-[c:29]2[c:30](-[c:35]3[n:36][n:37][n:38][n:39]3[C:40]([c:41]3[cH:42][cH:43][cH:44][cH:45][cH:46]3)([c:47]3[cH:48][cH:49][cH:50][cH:51][cH:52]3)[c:53]3[cH:54][cH:55][cH:56][cH:57][cH:58]3)[cH:31][cH:32][cH:33][cH:34]2)[cH:27][cH:28]1.[CH3:1][N:2]([C:3](=[O:4])[Cl:5])[c:6]1[c:7]([C:12]([F:13])([F:14])[F:15])[cH:8][cH:9][cH:10][cH:11]1.[CH:59]([N:60]([CH2:61][CH3:62])[CH:63]([CH3:64])[CH3:65])([CH3:66])[CH3:67]>>[CH3:1][N:2]([C:3](=[O:4])[N:21]([CH2:16][CH2:17][CH2:18][CH2:19][CH3:20])[CH2:22][c:23]1[cH:24][cH:25][c:26](-[c:29]2[c:30](-[c:35]3[n:36][n:37][n:38][n:39]3[C:40]([c:41]3[cH:42][cH:43][cH:44][cH:45][cH:46]3)([c:47]3[cH:48][cH:49][cH:50][cH:51][cH:52]3)[c:53]3[cH:54][cH:55][cH:56][cH:57][cH:58]3)[cH:31][cH:32][cH:33][cH:34]2)[cH:27][cH:28]1)[c:6]1[c:7]([C:12]([F:13])([F:14])[F:15])[cH:8][cH:9][cH:10][cH:11]1. Starting materials: N[C@H]1[C@@H](CN(CC1)C=1C(=C(C=C(C1)C#N)NC1=NN2C(C(=N1)NCC)=NC=C2C#N)Cl)O (2-((3-((3R,4R)-4-amino-3-hydroxypiperidin-1-yl)-2-chloro-5-cyanophenyl)amino)-4-(ethylamino)imidazo[2,1-f][1,2,4]triazine-7-carbonitrile), CCN(C(C)C)C(C)C (DIPEA), C(Cl)Cl (DCM), C[C@@H]1OC1 ((S)-2-methyloxirane). Run in CO (MeOH). Reaction conditions: time 16 hour. The product is ClC1=C(C=C(C=C1N1C[C@H]([C@@H](CC1)NC[C@H](C)O)O)C#N)NC1=NN2C(C(=N1)NCC)=NC=C2C#N (2-((2-chloro-5-cyano-3-((3R,4R)-3-hydroxy-4-(((S)-2-hydroxypropyl)amino)piperidin-1-yl)phenyl)amino)-4-(ethylamino)imidazo[2,1-f][1,2,4]triazine-7-carbonitrile). The yield is 25.8%. As a reaction SMILES: [NH2:1][C@@H:2]1[CH2:7][CH2:6][N:5]([C:8]2[C:9]([Cl:31])=[C:10]([NH:16][C:17]3[N:22]=[C:21]([NH:23][CH2:24][CH3:25])[C:20]4=[N:26][CH:27]=[C:28]([C:29]#[N:30])[N:19]4[N:18]=3)[CH:11]=[C:12]([C:14]#[N:15])[CH:13]=2)[CH2:4][C@H:3]1[OH:32].CCN(C(C)C)C(C)C.C(Cl)Cl.[CH3:45][C@H:46]1[CH2:48][O:47]1>CO>[Cl:31][C:9]1[C:8]([N:5]2[CH2:6][CH2:7][C@@H:2]([NH:1][CH2:45][C@@H:46]([OH:47])[CH3:48])[C@H:3]([OH:32])[CH2:4]2)=[CH:13][C:12]([C:14]#[N:15])=[CH:11][C:10]=1[NH:16][C:17]1[N:22]=[C:21]([NH:23][CH2:24][CH3:25])[C:20]2=[N:26][CH:27]=[C:28]([C:29]#[N:30])[N:19]2[N:18]=1. Procedure: To a solution of 2-((3-((3R,4R)-4-amino-3-hydroxypiperidin-1-yl)-2-chloro-5-cyanophenyl)amino)-4-(ethylamino)imidazo[2,1-f][1,2,4]triazine-7-carbonitrile (Example 375B) (50 mg, 0.110 mmol) and DIPEA (0.031 mL, 0.221 mmol) in MeOH (0.5 mL)/DCM (0.5 ml) was added (S)-2-methyloxirane (64.1 mg, 1.104 mmol). The reaction was stirred for 16 hours. The solvents were removed and the crude material was purified via preparative LC/MS with the following conditions: Column: Waters XBridge C18, 19×200 mm, 5-... The reactants are NC1=NC=NC(=C1C#N)Cl (4-Amino-6-chloro-5-pyrimidinecarbonitrile), CCN(C(C)C)C(C)C (DIEA). Reported procedure: Synthesis of D-7. A mixture of 4-amino-6-chloropyrimidine-5-carbonitrile (B) (0.257 g, 1.662 mmol), D-6 (1.662 mmol), and DIEA (0.868 mL, 4.99 mmol) in n-butanol (16.62 mL) was stirred at 120° C. After 24 h, the heat was removed and left at rt. After cooling, the mixture was concentrated under reduced pressure to give a brown solid, which was suspended in water (50 mL), sonicated, filtered, and washed with water (100 mL) to give a tan solid. The tan solid was suspended in EtOAc-hexane (1:4, 20 m... Run in C(CCC)O (n-butanol), O (water), CCOC(=O)C.CCCCCC (EtOAc hexane). Reaction conditions: temperature 120 celsius, time 24 hour. The product is N1=CNC2=C1C=CC=C2 (Benzimidazole). RXN SMILES: N[C:2]1[C:7]([C:8]#N)=[C:6](Cl)[N:5]=[CH:4][N:3]=1.[CH3:11][CH2:12]N(C(C)C)C(C)C>C(O)CCC.O.CCOC(C)=O.CCCCCC>[N:3]1[C:2]2[CH:7]=[CH:8][CH:11]=[CH:12][C:6]=2[NH:5][CH:4]=1 |f:4.5|. Reactants: COC(=O)C=Cc1cc(-c2ccc(OC(F)(F)F)cc2)ccc1Oc1ccc(C(C)(C)C)cc1, CO, Cl, [Na+], C1CCOC1, [OH-]. The product is CC(C)(C)c1ccc(Oc2ccc(-c3ccc(OC(F)(F)F)cc3)cc2C=CC(=O)O)cc1. RXN SMILES: [C:1]([CH3:2])([CH3:3])([CH3:4])[c:5]1[cH:6][cH:7][c:8]([O:9][c:10]2[c:11]([CH:27]=[CH:28][C:29](=[O:30])[O:31][CH3:32])[cH:12][c:13](-[c:16]3[cH:17][cH:18][c:19]([O:22][C:23]([F:24])([F:25])[F:26])[cH:20][cH:21]3)[cH:14][cH:15]2)[cH:33][cH:34]1.[CH3:35][OH:36].[ClH:39].[Na+:38].[O:40]1[CH2:41][CH2:42][CH2:43][CH2:44]1.[OH-:37]>>[C:1]([CH3:2])([CH3:3])([CH3:4])[c:5]1[cH:6][cH:7][c:8]([O:9][c:10]2[c:11]([CH:27]=[CH:28][C:29](=[O:30])[OH:31])[cH:12][c:13](-[c:16]3[cH:17][cH:18][c:19]([O:22][C:23]([F:24])([F:25])[F:26])[cH:20][cH:21]3)[cH:14][cH:15]2)[cH:33][cH:34]1. Starting materials: FC(F)(F)C=1C=CC2=C(Cl)C=CN=C2C1. The reagents and catalysts are O1B(OC(C)(C)C1(C)C)B2OC(C)(C)C(O2)(C)C, N=1C=CC(=CC1C=2N=CC=C(C2)C(C)(C)C)C(C)(C)C, C[OH2+].C[OH2+].C1CC=CCCC=C1.C1CC=CCCC=C1.[Ir].[Ir]. Solvent: O(C)C(C)(C)C. Run at temperature 100 celsius, time 1.5 hour. Product: FC(F)(F)C=1C=CC=2C(=NC=C(B3OC(C)(C)C(O3)(C)C)C2Cl)C1. Isolated yield 81.0%. Reported procedure: General procedure A was applied to 4-chloro-7-(trifluoromethyl)quinoline (231 mg, 1.00mmol). Purification by  recrystallisation  from  acetonitrile,  afforded 4-chloro-3-(4,4,5,5-tetramethyl-[1,3,2]-dioxaborolan-2-yl)-7-(trifluormethyl)quinoline as a white solid (289 mg, 81%); m.p.93 -94 °C;